This data is from the Open Reaction Database (ORD), a public repository of structured organic reaction records. The task is: describe an organic reaction: reactants, conditions, products, and yield The product is ClC1=C(C(=CC=C1)Cl)C(NC1=CC2=CC=CC=C2C=C1)C(=O)O (2-(2,6-dichlorophenyl)-N-(2-naphthyl)glycine). Procedure: A mixture of 12.7 parts of 2-(2,6-dichlorophenyl)-2-(2-naphthylamino) acetamide and 250 parts of potassium hydroxide/ethanol 1 N is stirred and refluxed for 48 hours. The reaction mixture is evaporated. The oily residue is dissolved in 400 parts of water and the solution is acidified with concentrated hydrochloric acid solution. The sticky product is extracted with 1,1'-oxybisethane. The extract is washed twice with water, dried and evaporated. The oily residue is triturated three times in petro... Starting materials: 12.7, ClC1=C(C(=CC=C1)Cl)C(C(=O)N)NC1=CC2=CC=CC=C2C=C1 (2-(2,6-dichlorophenyl)-2-(2-naphthylamino) acetamide), [OH-].[K+].C(C)O (potassium hydroxide ethanol). Reaction SMILES: [Cl:1][C:2]1[CH:7]=[CH:6][CH:5]=[C:4]([Cl:8])[C:3]=1[CH:9]([NH:13][C:14]1[CH:23]=[CH:22][C:21]2[C:16](=[CH:17][CH:18]=[CH:19][CH:20]=2)[CH:15]=1)[C:10](N)=[O:11].[OH-].[K+].C([OH:28])C>>[Cl:1][C:2]1[CH:7]=[CH:6][CH:5]=[C:4]([Cl:8])[C:3]=1[CH:9]([C:10]([OH:28])=[O:11])[NH:13][C:14]1[CH:23]=[CH:22][C:21]2[C:16](=[CH:17][CH:18]=[CH:19][CH:20]=2)[CH:15]=1 |f:1.2.3|.